This data is from the Open Reaction Database (ORD), a public repository of structured organic reaction records. The task is: describe an organic reaction: reactants, conditions, products, and yield The reactants are FC1=CC=C(C=C1)N1N=CC2=CC(=CC=C12)CO ((1-(4-Fluorophenyl)-1H-indazol-5-yl)methanol), CC(=O)OI1(C=2C=CC=CC2C(=O)O1)(OC(=O)C)OC(=O)C (Dess-Martin periodinane). Run in C(Cl)Cl (DCM). Reaction conditions: time 2 hour. Product: FC1=CC=C(C=C1)N1N=CC2=CC(=CC=C12)C=O (1-(4-fluorophenyl)-1H-indazol-5-carboxaldehyde). Isolated yield 100.8%. RXN SMILES: [F:1][C:2]1[CH:7]=[CH:6][C:5]([N:8]2[C:16]3[C:11](=[CH:12][C:13]([CH2:17][OH:18])=[CH:14][CH:15]=3)[CH:10]=[N:9]2)=[CH:4][CH:3]=1.CC(OI1(OC(C)=O)(OC(C)=O)OC(=O)C2C=CC=CC1=2)=O>C(Cl)Cl>[F:1][C:2]1[CH:3]=[CH:4][C:5]([N:8]2[C:16]3[C:11](=[CH:12][C:13]([CH:17]=[O:18])=[CH:14][CH:15]=3)[CH:10]=[N:9]2)=[CH:6][CH:7]=1. Procedure: (1-(4-Fluorophenyl)-1H-indazol-5-yl)methanol (2.46 g, 10.2 mmol) was dissolved in 80 mL DCM and treated with commercially available Dess-Martin periodinane (4.3 g, 10.2 mmol). The reaction was complete in 2 h and was filtered through a plug of SiO2 using DCM/hexane (3:1) and concentrated to give 2.47 g (100%) of 1-(4-fluorophenyl)-1H-indazol-5-carboxaldehyde. MS found: (M+H)+=241.